This data is from the Open Reaction Database (ORD), a public repository of structured organic reaction records. The task is: describe an organic reaction: reactants, conditions, products, and yield Reactants: CC(C)(C)[O-].[K+] (KOtBu), ClC1=CC=C(C=C1)C(C(=O)OC)C (Methyl 2-(4-chlorophenyl)propanoate), C1CCOC1 (THF), C(C=C)(=O)[O-] (acrylate). Run at temperature 0 celsius, time 15 minute. The product is ClC1=CC=C(C=C1)C(C(=O)OC)(CCC(=O)OC(C)(C)C)C (5-tert-butyl 1-methyl 2-(4-chlorophenyl)-2-methylpentanedioate). Isolated yield 69.0%. Reaction SMILES: [Cl:1][C:2]1[CH:7]=[CH:6][C:5]([CH:8]([CH3:13])[C:9]([O:11][CH3:12])=[O:10])=[CH:4][CH:3]=1.[CH3:14][C:15]([O-:18])([CH3:17])[CH3:16].[K+].[C:20]([O-])(=[O:23])[CH:21]=C.[CH2:25]1COCC1>>[Cl:1][C:2]1[CH:3]=[CH:4][C:5]([C:8]([CH3:25])([CH2:13][CH2:21][C:20]([O:18][C:15]([CH3:17])([CH3:16])[CH3:14])=[O:23])[C:9]([O:11][CH3:12])=[O:10])=[CH:6][CH:7]=1 |f:1.2|. Reported procedure: Methyl 2-(4-chlorophenyl)propanoate (1.50 g, 7.55 mmol) was dissolved in THF (14 mL) and cooled to 0° C. The solution was treated with KOtBu (85 mg, 0.755 mmol) and allowed to stir for 15 minutes. The solution was cooled to −78° C. and then treated with the acrylate (1.22 mL, 8.31 mmol). The mixture was allowed to stir overnight to room temperature to completion by TLC analysis. The mixture was then quenched with saturated NH4Cl. The THF was removed in vacuo to afford a yellow oil. The residue w... Reactants: [N+](=O)([O-])C=1C=C(C=CC1)C1=CC=C2C(=CN(C2=C1)C1=CC=NC=C1)C1=CC=C(C=C1)O (4-(6-(3-nitrophenyl)-1-(pyridin-4-yl)-1H-indol-3-yl)phenol). The reagents and catalysts are [C].[Pd] (palladium-carbon). Run in CO (Methanol). Reaction conditions: time 12 hour. Product: NC=1C=C(C=CC1)C1=CC=C2C(=CN(C2=C1)C1=CC=NC=C1)C1=CC=C(C=C1)O (4-(6-(3-aminophenyl)-1-(pyridin-4-yl)-1H-indol-3-yl)phenol). RXN SMILES: [N+:1]([C:4]1[CH:5]=[C:6]([C:10]2[CH:18]=[C:17]3[C:13]([C:14]([C:25]4[CH:30]=[CH:29][C:28]([OH:31])=[CH:27][CH:26]=4)=[CH:15][N:16]3[C:19]3[CH:24]=[CH:23][N:22]=[CH:21][CH:20]=3)=[CH:12][CH:11]=2)[CH:7]=[CH:8][CH:9]=1)([O-])=O>[C].[Pd].CO>[NH2:1][C:4]1[CH:5]=[C:6]([C:10]2[CH:18]=[C:17]3[C:13]([C:14]([C:25]4[CH:30]=[CH:29][C:28]([OH:31])=[CH:27][CH:26]=4)=[CH:15][N:16]3[C:19]3[CH:20]=[CH:21][N:22]=[CH:23][CH:24]=3)=[CH:12][CH:11]=2)[CH:7]=[CH:8][CH:9]=1 |f:1.2|. Procedure details: Methanol (2 mL) was added to 4-(6-(3-nitrophenyl)-1-(pyridin-4-yl)-1H-indol-3-yl)phenol (4.6 mg, 0.0113 mmol) and 10% (w/w) palladium-carbon (Pd—C, 5.0 mg). The mixture was stirred at room temperature for 12 hours under hydrogen gas (1 atm). The reaction solution was filtered using a diatomite pad and concentrated under reduced pressure. The target compound was obtained as brown solid. Starting materials: CC1=C(C=C(C=C1)C=1OC(=NN1)C)C1=CC=C(C=C1)C(=O)O (2′-methyl-5′-(5-methyl-1,3,4-oxadiazol-2-yl)-1,1′-biphenyl-4-carboxylic acid), COC1=CC(=C(C(=O)C2=C(N)C=CC=C2)C=C1OC)C (2-(4,5-dimethoxy-2-methylbenzoyl)aniline). Yields the product COC1=CC(=C(C(=O)C2=C(C=CC=C2)NC(=O)C2=CC=C(C=C2)C2=C(C=CC(=C2)C=2OC(=NN2)C)C)C=C1OC)C (N-[2-(4,5-Dimethoxy-2-methylbenzoyl)phenyl]-2′-methyl-5′-(5-methyl-1,3,4-oxadiazol-2-yl)-1,1′-biphenyl-4-carboxamide). As a reaction SMILES: [CH3:1][C:2]1[CH:7]=[CH:6][C:5]([C:8]2[O:9][C:10]([CH3:13])=[N:11][N:12]=2)=[CH:4][C:3]=1[C:14]1[CH:19]=[CH:18][C:17]([C:20](O)=[O:21])=[CH:16][CH:15]=1.[CH3:23][O:24][C:25]1[C:39]([O:40][CH3:41])=[CH:38][C:28]([C:29]([C:31]2[CH:37]=[CH:36][CH:35]=[CH:34][C:32]=2[NH2:33])=[O:30])=[C:27]([CH3:42])[CH:26]=1>>[CH3:23][O:24][C:25]1[C:39]([O:40][CH3:41])=[CH:38][C:28]([C:29]([C:31]2[CH:37]=[CH:36][CH:35]=[CH:34][C:32]=2[NH:33][C:20]([C:17]2[CH:16]=[CH:15][C:14]([C:3]3[CH:4]=[C:5]([C:8]4[O:9][C:10]([CH3:13])=[N:11][N:12]=4)[CH:6]=[CH:7][C:2]=3[CH3:1])=[CH:19][CH:18]=2)=[O:21])=[O:30])=[C:27]([CH3:42])[CH:26]=1. Procedure details: N-[2-(4,5-Dimethoxy-2-methylbenzoyl)phenyl]-2′-methyl-5′-(5-methyl-1,3,4-oxadiazol-2-yl)-1,1′-biphenyl-4-carboxamide was prepared from 2′-methyl-5′-(5-methyl-1,3,4-oxadiazol-2-yl)-1,1′-biphenyl-4-carboxylic acid and 2-(4,5-dimethoxy-2-methylbenzoyl)aniline using method I. LCMS; retention time 3.82 min, MH+ 548.